Dataset: the Open Reaction Database (ORD), a public repository of structured organic reaction records. Task: describe an organic reaction: reactants, conditions, products, and yield The reactants are Cc1nn(-c2ccc(OC(F)(F)F)cc2)c(=O)[nH]1, CC(O)C1(c2ccc(F)cc2F)CO1. Yields the product Cc1nn(-c2ccc(OC(F)(F)F)cc2)c(=O)n1C(C)C1(c2ccc(F)cc2F)CO1. Reaction SMILES: [CH3:15][c:16]1[nH:17][c:18](=[O:32])[n:19](-[c:21]2[cH:22][cH:23][c:24]([O:27][C:28]([F:29])([F:30])[F:31])[cH:25][cH:26]2)[n:20]1.[F:1][c:2]1[c:3]([C:9]2([CH:12]([CH3:13])[OH:14])[O:10][CH2:11]2)[cH:4][cH:5][c:6]([F:8])[cH:7]1>>[F:1][c:2]1[c:3]([C:9]2([CH:12]([CH3:13])[n:17]3[c:16]([CH3:15])[n:20][n:19](-[c:21]4[cH:22][cH:23][c:24]([O:27][C:28]([F:29])([F:30])[F:31])[cH:25][cH:26]4)[c:18]3=[O:32])[O:10][CH2:11]2)[cH:4][cH:5][c:6]([F:8])[cH:7]1. The reactants are CCc1cc(CN2CC(C(=O)OC)C2)sc1-c1noc(-c2ccc(Oc3ccccc3)c(F)c2)n1, [Na+], [OH-]. Yields the product CCc1cc(CN2CC(C(=O)O)C2)sc1-c1noc(-c2ccc(Oc3ccccc3)c(F)c2)n1. As a reaction SMILES: [CH2:1]([CH3:2])[c:3]1[cH:4][c:5]([CH2:27][N:28]2[CH2:29][CH:30]([C:32](=[O:33])[O:34][CH3:35])[CH2:31]2)[s:6][c:7]1-[c:8]1[n:9][o:10][c:11](-[c:13]2[cH:14][c:15]([F:26])[c:16]([O:19][c:20]3[cH:21][cH:22][cH:23][cH:24][cH:25]3)[cH:17][cH:18]2)[n:12]1.[Na+:37].[OH-:36]>>[CH2:1]([CH3:2])[c:3]1[cH:4][c:5]([CH2:27][N:28]2[CH2:29][CH:30]([C:32](=[O:33])[OH:34])[CH2:31]2)[s:6][c:7]1-[c:8]1[n:9][o:10][c:11](-[c:13]2[cH:14][c:15]([F:26])[c:16]([O:19][c:20]3[cH:21][cH:22][cH:23][cH:24][cH:25]3)[cH:17][cH:18]2)[n:12]1. The reactants are O=C([O-])O, CN1CCCC1=O, CCN(C(C)C)C(C)C, O=C1CC(C(F)(F)F)c2c(Cl)ncnc2N1, Cl, Cl, OCCn1cc(CC(F)(F)F)nc1C1CCNCC1, [Na+]. The product is O=C1CC(C(F)(F)F)c2c(ncnc2N2CCC(c3nc(CC(F)(F)F)cn3CCO)CC2)N1. RXN SMILES: [C:54](=[O:55])([OH:56])[O-:57].[CH3:38][N:39]1[CH2:40][CH2:41][CH2:42][C:43]1=[O:44].[CH:45]([N:46]([CH:47]([CH3:48])[CH3:49])[CH2:50][CH3:51])([CH3:52])[CH3:53].[Cl:1][c:2]1[c:3]2[c:4]([n:5][cH:6][n:7]1)[NH:8][C:9](=[O:16])[CH2:10][CH:11]2[C:12]([F:13])([F:14])[F:15].[ClH:17].[ClH:18].[NH:19]1[CH2:20][CH2:21][CH:22]([c:25]2[n:26]([CH2:35][CH2:36][OH:37])[cH:27][c:28]([CH2:30][C:31]([F:32])([F:33])[F:34])[n:29]2)[CH2:23][CH2:24]1.[Na+:58]>>[c:2]1([N:19]2[CH2:20][CH2:21][CH:22]([c:25]3[n:26]([CH2:35][CH2:36][OH:37])[cH:27][c:28]([CH2:30][C:31]([F:32])([F:33])[F:34])[n:29]3)[CH2:23][CH2:24]2)[c:3]2[c:4]([n:5][cH:6][n:7]1)[NH:8][C:9](=[O:16])[CH2:10][CH:11]2[C:12]([F:13])([F:14])[F:15]. Reactants: IC1=C(C(=O)OC)C=CC=C1 (methyl o-iodobenzoate), C(C#C)O (propargyl alcohol). The reagents and catalysts are Cl[Pd]([P](C1=CC=CC=C1)(C2=CC=CC=C2)C3=CC=CC=C3)([P](C4=CC=CC=C4)(C5=CC=CC=C5)C6=CC=CC=C6)Cl (bis(triphenylphosphine)palladium chloride), [Cu](I)I (copper iodide). The solvent is C(C)NCC (diethyl amine). Reaction conditions: time 18 hour. The product is OCC#CC1=C(C(=O)OC)C=CC=C1 (methyl o-(1-hydroxy-2-propyn-3-yl)benzoate). As a reaction SMILES: I[C:2]1[CH:11]=[CH:10][CH:9]=[CH:8][C:3]=1[C:4]([O:6][CH3:7])=[O:5].[CH2:12]([OH:15])[C:13]#[CH:14]>Cl[Pd](Cl)([P](C1C=CC=CC=1)(C1C=CC=CC=1)C1C=CC=CC=1)[P](C1C=CC=CC=1)(C1C=CC=CC=1)C1C=CC=CC=1.[Cu](I)I.C(NCC)C>[OH:15][CH2:12][C:13]#[C:14][C:2]1[CH:11]=[CH:10][CH:9]=[CH:8][C:3]=1[C:4]([O:6][CH3:7])=[O:5] |^1:18,37|. Reported procedure: Step 1--A mixture of methyl o-iodobenzoate (9.17 g), propargyl alcohol (3.06 ml) and diethyl amine (90 ml) is treated with bis(triphenylphosphine)palladium chloride (1.23 g) and copper iodide (333 mg) and the reaction is stirred at 20-25° under nitrogen for 18 hrs. The reaction is then filtered through a filter agent and concentrated. The resulting residue is partitioned between water and dichloromethane. The combined organic phases are washed once with saline, dried over magnesium sulfate, filt...